From a dataset of the Open Reaction Database (ORD), a public repository of structured organic reaction records. describe an organic reaction: reactants, conditions, products, and yield RXN SMILES: [CH2:23]([CH3:24])[N:25]=[C:26]=[O:27].[CH3:28][N:29]([CH3:30])[CH:31]=[O:32].[H-:1].[NH2:3][c:4]1[n:5][c:6]2[c:7]3[c:8]([cH:9][cH:10][c:11]2[cH:12][n:13]1)[c:14]([C:18](=[O:19])[O:20][CH2:21][CH3:22])[n:15][n:16]3[CH3:17].[Na+:2]>>[NH:3]([c:4]1[n:5][c:6]2[c:7]3[c:8]([cH:9][cH:10][c:11]2[cH:12][n:13]1)[c:14]([C:18](=[O:19])[O:20][CH2:21][CH3:22])[n:15][n:16]3[CH3:17])[C:26]([NH:25][CH2:23][CH3:24])=[O:27]. Starting materials: CCN=C=O, CN(C)C=O, [H-], CCOC(=O)c1nn(C)c2c1ccc1cnc(N)nc12, [Na+]. Product: CCNC(=O)Nc1ncc2ccc3c(C(=O)OCC)nn(C)c3c2n1. Reactants: COC(=O)c1ccc(C2CCN(C)CC2)c2ccccc12, CC(Cl)OC(=O)Cl, ClCCl. Yields the product COC(=O)c1ccc(C2CCNCC2)c2ccccc12. RXN SMILES: [CH3:1][N:2]1[CH2:3][CH2:4][CH:5]([c:8]2[cH:9][cH:10][c:11]([C:18](=[O:19])[O:20][CH3:21])[c:12]3[cH:13][cH:14][cH:15][cH:16][c:17]23)[CH2:6][CH2:7]1.[Cl:22][C:23]([O:24][CH:25]([Cl:26])[CH3:27])=[O:28].[Cl:29][CH2:30][Cl:31]>>[NH:2]1[CH2:3][CH2:4][CH:5]([c:8]2[cH:9][cH:10][c:11]([C:18](=[O:19])[O:20][CH3:21])[c:12]3[cH:13][cH:14][cH:15][cH:16][c:17]23)[CH2:6][CH2:7]1. Reactants: CC1CCC(N=[N+]=[N-])C(O)CN1C(=O)OCc1ccccc1, C1CCOC1, Cc1ccccc1, O, c1ccc(P(c2ccccc2)c2ccccc2)cc1. Product: CC1CCC(N)C(O)CN1C(=O)OCc1ccccc1. Reaction SMILES: [CH2:20]([c:21]1[cH:22][cH:23][cH:24][cH:25][cH:26]1)[O:27][C:28](=[O:29])[N:30]1[CH:31]([CH3:41])[CH2:32][CH2:33][CH:34]([N:38]=[N+:39]=[N-:40])[CH:35]([OH:37])[CH2:36]1.[CH2:42]1[O:43][CH2:44][CH2:45][CH2:46]1.[CH3:48][c:49]1[cH:50][cH:51][cH:52][cH:53][cH:54]1.[OH2:47].[c:1]1([P:2]([c:3]2[cH:4][cH:5][cH:6][cH:7][cH:8]2)[c:9]2[cH:10][cH:11][cH:12][cH:13][cH:14]2)[cH:15][cH:16][cH:17][cH:18][cH:19]1>>[CH2:20]([c:21]1[cH:22][cH:23][cH:24][cH:25][cH:26]1)[O:27][C:28](=[O:29])[N:30]1[CH:31]([CH3:41])[CH2:32][CH2:33][CH:34]([NH2:38])[CH:35]([OH:37])[CH2:36]1. The reactants are COC(C1=CC=C(C=C1)C=O)=O (4-formyl-benzoic acid methyl ester), CN1CCNCC1 (1-methylpiperazine), [H][H] (hydrogen), [H][H] (hydrogen). Reagents/catalysts: [Pt] (platinum). Run in CO (methanol). Run at temperature 90 celsius. Product: COC(C1=CC=C(C=C1)CN1CCN(CC1)C)=O (4-(4-methyl-piperazin-1-ylmethyl)-benzoic acid methyl ester). Yield: 85.2%. RXN SMILES: [CH3:1][O:2][C:3](=[O:12])[C:4]1[CH:9]=[CH:8][C:7]([CH:10]=O)=[CH:6][CH:5]=1.[CH3:13][N:14]1[CH2:19][CH2:18][NH:17][CH2:16][CH2:15]1.[H][H]>CO.[Pt]>[CH3:1][O:2][C:3](=[O:12])[C:4]1[CH:9]=[CH:8][C:7]([CH2:10][N:17]2[CH2:18][CH2:19][N:14]([CH3:13])[CH2:15][CH2:16]2)=[CH:6][CH:5]=1. Procedure: A solution of 4-formyl-benzoic acid methyl ester (10.0 g, 61 mmol) in methanol (100 ml) is treated sequentially with 1-methylpiperazine (6.7 g, 67 mmol) and platinum (5%) on sulfided carbon (0.5 g). The resulting solution is then heated at 90° C. and is subjected to a pressure of 5 bar of hydrogen for a period of 4 hrs until the hydrogen uptake is complete. The reaction mixture is cooled to room temperature and filtrated over a pad of Celite. The methanol is removed under reduced pressure and re... Reaction SMILES: [Al+3:28].[CH2:33]([Cl:34])[Cl:35].[CH3:14][O:15][c:16]1[cH:17][c:18]([C:23]([Cl:21])=[O:24])[cH:19][cH:20][cH:22]1.[Cl-:25].[Cl-:26].[Cl-:27].[F:1][c:2]1[cH:3][c:4]([C:5](=[O:6])[OH:7])[cH:8][c:9]([N+:11](=[O:12])[O-:13])[cH:10]1.[S:29]([Cl:30])([Cl:31])=[O:32]>>[F:1][c:2]1[cH:3][c:4]([C:5](=[O:6])[Cl:21])[cH:8][c:9]([N+:11](=[O:12])[O-:13])[cH:10]1. Reactants: [Al+3], ClCCl, COc1cccc(C(=O)Cl)c1, [Cl-], [Cl-], [Cl-], O=C(O)c1cc(F)cc([N+](=O)[O-])c1, O=S(Cl)Cl. Yields the product O=C(Cl)c1cc(F)cc([N+](=O)[O-])c1. Starting materials: [H-].[Na+] (Sodium hydride), C[C@@]12[C@H](C[C@@H](CC1)C2(C)C)NC(=O)C=2C=NN(C2C2=CC=CC=C2)C (1-methyl-5-phenyl-1H-pyrazole-4-carboxylic acid ((1R,2S,4R)-1,7,7-trimethyl-bicyclo[2.2.1]hept-2-yl)-amide), O (Water), CI (Methyl iodide). The solvent is CN(C=O)C (dimethylformamide). Run at time 30 minute. Product: CN(C(=O)C=1C=NN(C1C1=CC=CC=C1)C)[C@@H]1[C@@]2(CC[C@H](C1)C2(C)C)C (1-methyl-5-phenyl-1H-pyrazole-4-carboxylic acid methyl-((1R,2S,4R)-1,7,7-trimethyl-bicyclo[2.2.1]hept-2-yl)-amide). Reaction SMILES: [H-].[Na+].[CH3:3][C@:4]12[C:10]([CH3:12])([CH3:11])[C@H:7]([CH2:8][CH2:9]1)[CH2:6][C@@H:5]2[NH:13][C:14]([C:16]1[CH:17]=[N:18][N:19]([CH3:27])[C:20]=1[C:21]1[CH:26]=[CH:25][CH:24]=[CH:23][CH:22]=1)=[O:15].[CH3:28]I.O>CN(C)C=O>[CH3:28][N:13]([C@H:5]1[CH2:6][C@@H:7]2[C:10]([CH3:11])([CH3:12])[C@@:4]1([CH3:3])[CH2:9][CH2:8]2)[C:14]([C:16]1[CH:17]=[N:18][N:19]([CH3:27])[C:20]=1[C:21]1[CH:22]=[CH:23][CH:24]=[CH:25][CH:26]=1)=[O:15] |f:0.1|. Procedure: Sodium hydride (60% dispersion in mineral oil; 15 mg, 0.375 mmol) is added to a cooled (˜0° C.) solution of 1-methyl-5-phenyl-1H-pyrazole-4-carboxylic acid ((1R,2S,4R)-1,7,7-trimethyl-bicyclo[2.2.1]hept-2-yl)-amide (of Example 91; 100 mg, 0.3 mmol) in dry dimethylformamide (10 mL) and the mixture is allowed to stir for 30 min. Methyl iodide (30 μL, 0.49 mmol) is added and the solution is stirred at room temperature until the reaction is complete, as judged by TLC. Water is added and the solution...